Dataset: the Open Reaction Database (ORD), a public repository of structured organic reaction records. Task: describe an organic reaction: reactants, conditions, products, and yield Starting materials: [H-].[Na+] (sodium hydride), [N+](=O)([O-])C1=C(NOC)C(=CC(=C1)CC)[N+](=O)[O-] (2,6-Dinitro-4-ethyl-N-methoxyaniline), C(C=C)Br (Allyl bromide). Run in CN(C=O)C (dimethylformamide). Conditions: time 30 minute. Product: C(C=C)N(C1=C(C=C(C=C1[N+](=O)[O-])CC)[N+](=O)[O-])OC (N-Allyl-2,6-dinitro-4-ethyl-N-methoxyaniline). Yield: 70.0%. Reaction SMILES: [H-].[Na+].[N+:3]([C:6]1[CH:14]=[C:13]([CH2:15][CH3:16])[CH:12]=[C:11]([N+:17]([O-:19])=[O:18])[C:7]=1[NH:8][O:9][CH3:10])([O-:5])=[O:4].[CH2:20](Br)[CH:21]=[CH2:22]>CN(C)C=O>[CH2:22]([N:8]([O:9][CH3:10])[C:7]1[C:6]([N+:3]([O-:5])=[O:4])=[CH:14][C:13]([CH2:15][CH3:16])=[CH:12][C:11]=1[N+:17]([O-:19])=[O:18])[CH:21]=[CH2:20] |f:0.1|. Procedure: To 0.017 mole of sodium hydride, obtained from 0.82 g. of a 50% dispersion of sodium hydride in mineral oil (by the process described in Example 11, supra), was added 50 ml. of dimethylformamide. To the suspension was added 3.0 g. (0.012 mole) of 2,6-dinitro-4-ethyl-N-methoxyaniline (Example 2), and the mixture stirred for about 5-10 minutes. Allyl bromide, 2.9 g. (0.024 mole), was added and the reaction mixture stirred at room temperature for about 30 minutes. A sample of the reaction mixture c... The reactants are N1(C=NC=C1)CCCCC(=O)C1=CC=C(C=C1)C(F)(F)F (5-(1-(1H)-imidazolyl)-1-(4-trifluoromethylphenyl)-1-pentanone), Cl.Cl.NCCON (O-(2-aminoethyl)hydroxylamine dihydrochloride), N1=CC=CC=C1 (pyridine). Run in C(C)O (ethanol). Run at time 3 hour. The product is Cl.Cl.NCCON=C(CCCCN1C=NC=C1)C1=CC=C(C=C1)C(F)(F)F (5-(1-(1H)-Imidazolyl)-1-(4-trifluoromethylphenyl)-1-pentanone O-(2-aminoethyl)oxime dihydrochloride). Yield: 39.8%. As a reaction SMILES: [N:1]1([CH2:6][CH2:7][CH2:8][CH2:9][C:10]([C:12]2[CH:17]=[CH:16][C:15]([C:18]([F:21])([F:20])[F:19])=[CH:14][CH:13]=2)=O)[CH:5]=[CH:4][N:3]=[CH:2]1.[ClH:22].Cl.[NH2:24][CH2:25][CH2:26][O:27][NH2:28].N1C=CC=CC=1>C(O)C>[ClH:22].[ClH:22].[NH2:24][CH2:25][CH2:26][O:27][N:28]=[C:10]([C:12]1[CH:17]=[CH:16][C:15]([C:18]([F:21])([F:20])[F:19])=[CH:14][CH:13]=1)[CH2:9][CH2:8][CH2:7][CH2:6][N:1]1[CH:5]=[CH:4][N:3]=[CH:2]1 |f:1.2.3,6.7.8|. Procedure: A mixture of 5-(1-(1H)-imidazolyl)-1-(4-trifluoromethylphenyl)-1-pentanone (11.5 g), O-(2-aminoethyl)hydroxylamine dihydrochloride (5.78 g), 3 equivalents of pyridine, and absolute ethanol (75 ml) was heated under reflux, under nitrogen, with stirring, for three hrs. The reaction mixture was partitioned between 10% sodium hydroxide solution and ethyl acetate. The layers were separated and the aqueous phase extracted with ethyl acetate. The combined organic extracts were dried over anhydrous sodi... Reactants: ClC1=CC=C2C(=CC=NC2=C1)NC1=C(C(=O)OC)C=C(C=C1)F (methyl 2-(7-chloro-4-quinolinylamino)-5-fluoro-benzoate), CN(C)CCO (dimethylaminoethanol), C1(=CC=CC=C1)C (toluene), [H-].[Na+] (sodium hydride). Solvent: C(C)(=O)O (acetic acid). Reaction conditions: temperature 50 celsius. Yields the product ClC1=CC=C2C(=CC=NC2=C1)NC1=C(C(=O)OCCN(C)C)C=C(C=C1)F (2-dimethylaminoethyl 2-(7-chloro-4-quinolinylamino)-5-fluorobenzoate). As a reaction SMILES: [Cl:1][C:2]1[CH:11]=[C:10]2[C:5]([C:6]([NH:12][C:13]3[CH:22]=[CH:21][C:20]([F:23])=[CH:19][C:14]=3[C:15]([O:17][CH3:18])=[O:16])=[CH:7][CH:8]=[N:9]2)=[CH:4][CH:3]=1.[CH3:24][N:25]([CH2:27]CO)[CH3:26].C1(C)C=CC=CC=1.[H-].[Na+]>C(O)(=O)C>[Cl:1][C:2]1[CH:11]=[C:10]2[C:5]([C:6]([NH:12][C:13]3[CH:22]=[CH:21][C:20]([F:23])=[CH:19][C:14]=3[C:15]([O:17][CH2:18][CH2:24][N:25]([CH3:27])[CH3:26])=[O:16])=[CH:7][CH:8]=[N:9]2)=[CH:4][CH:3]=1 |f:3.4|. Reported procedure: A mixture of 4 g of the ester of Example 1, 2.45 ml of dimethylaminoethanol and 50 ml of anhydrous toluene was heated to reflux and then cooled to 50° C. and 95 mg of a 50% sodium hydride oil suspension was added thereto. The mixture was again heated to reflux and was then cooled to 40° C. and 0.2 ml of acetic acid were added thereto. The mixture was evaporated to dryness and the residue was dissolved in methylene chloride. The solution was filtered and the filtrate was washed with water, dried ... Starting materials: FC=1C=NC2=CC=CC(=C2N1)C1=CC=2C(NCCC2N1)=O (2-(3-fluoroquinoxalin-5-yl)-6,7-dihydro-1H-pyrrolo[3,2-c]pyridin-4(5H)-one), CC1(NCCNC1)C (2,2-dimethylpiperazine). Conditions: temperature 60 celsius. Product: CC1(CN(CCN1)C=1C=NC2=CC=CC(=C2N1)C1=CC=2C(NCCC2N1)=O)C (2-(3-(3,3-dimethylpiperazin-1-yl)quinoxalin-5-yl)-6,7-dihydro-1H-pyrrolo[3,2-c]pyridin-4(5H)-one). Yield: 67.0%. Reaction SMILES: F[C:2]1[CH:3]=[N:4][C:5]2[C:10]([N:11]=1)=[C:9]([C:12]1[NH:20][C:19]3[CH2:18][CH2:17][NH:16][C:15](=[O:21])[C:14]=3[CH:13]=1)[CH:8]=[CH:7][CH:6]=2.[CH3:22][C:23]1([CH3:29])[CH2:28][NH:27][CH2:26][CH2:25][NH:24]1>>[CH3:22][C:23]1([CH3:29])[NH:24][CH2:25][CH2:26][N:27]([C:2]2[CH:3]=[N:4][C:5]3[C:10]([N:11]=2)=[C:9]([C:12]2[NH:20][C:19]4[CH2:18][CH2:17][NH:16][C:15](=[O:21])[C:14]=4[CH:13]=2)[CH:8]=[CH:7][CH:6]=3)[CH2:28]1. Procedure: Prepared similarly to that described in Example 210 using 2-(3-fluoroquinoxalin-5-yl)-6,7-dihydro-1H-pyrrolo[3,2-c]pyridin-4(5H)-one (Example 210i; 57 mg, 0.202 mmol) and 2,2-dimethylpiperazine (46.1 mg, 0.404 mmol, Chem-Impex International, Wood Dale, Ill.), heating at 60° C. for 1 h. Purification by filtration provided 2-(3-(3,3-dimethylpiperazin-1-yl)quinoxalin-5-yl)-6,7-dihydro-1H-pyrrolo[3,2-c]pyridin-4(5H)-one (67% yield). 1H NMR (400 MHz, DMSO-d6) δ ppm 1.13 (s, 6H) 2.87 (t, J=6.85 Hz, 2H...